Task: describe an organic reaction: reactants, conditions, products, and yield. Dataset: the Open Reaction Database (ORD), a public repository of structured organic reaction records Starting materials: CO, Cl, NO, [Na+], [Na+], CC(=O)CCN1C(=O)c2ccccc2C1=O, [OH-], O=C([O-])O. Yields the product CC(CCN1C(=O)c2ccccc2C1=O)=NO. As a reaction SMILES: [CH3:27][OH:28].[ClH:17].[NH2:18][OH:19].[Na+:21].[Na+:22].[O:1]=[C:2]([CH2:3][CH2:4][N:5]1[C:6](=[O:15])[c:7]2[c:8]([cH:11][cH:12][cH:13][cH:14]2)[C:9]1=[O:10])[CH3:16].[OH-:20].[OH:23][C:24](=[O:25])[O-:26]>>[C:2]([CH2:3][CH2:4][N:5]1[C:6](=[O:15])[c:7]2[c:8]([cH:11][cH:12][cH:13][cH:14]2)[C:9]1=[O:10])([CH3:16])=[N:18][OH:19].